From a dataset of the Open Reaction Database (ORD), a public repository of structured organic reaction records. describe an organic reaction: reactants, conditions, products, and yield Reactants: ClC=1OC2=C(N1)C=CC=C2 (2-chlorobenzoxazole), Ice water, [H-].[Na+] (Sodium hydride), OC[C@]1(CN2C(O1)=NC(=C2)[N+](=O)[O-])C ((R)-2-hydroxymethyl-2-methyl-6-nitro-2,3-dihydroimidazo[2,1-b]oxazole). Run in CN(C)C=O (DMF), CN(C)C=O (DMF). Run at time 30 minute. Product: C[C@@]1(CN2C(O1)=NC(=C2)[N+](=O)[O-])COC=2OC1=C(N2)C=CC=C1 ((R)-2-(2-methyl-6-nitro-2,3-dihydroimidazo[2,1-b]oxazol-2-ylmethoxy)benzoxazole). Isolated yield 23.7%. Reaction SMILES: [H-].[Na+].[OH:3][CH2:4][C@:5]1([CH3:16])[O:9][C:8]2=[N:10][C:11]([N+:13]([O-:15])=[O:14])=[CH:12][N:7]2[CH2:6]1.Cl[C:18]1[O:19][C:20]2[CH:26]=[CH:25][CH:24]=[CH:23][C:21]=2[N:22]=1>CN(C=O)C>[CH3:16][C@@:5]1([CH2:4][O:3][C:18]2[O:19][C:20]3[CH:26]=[CH:25][CH:24]=[CH:23][C:21]=3[N:22]=2)[O:9][C:8]2=[N:10][C:11]([N+:13]([O-:15])=[O:14])=[CH:12][N:7]2[CH2:6]1 |f:0.1|. Procedure details: Sodium hydride (0.1 g, 2.4 mmol) was added to a solution of (R)-2-hydroxymethyl-2-methyl-6-nitro-2,3-dihydroimidazo[2,1-b]oxazole prepared in Example 37 (0.40 g, 2.0 mmol) in DMF (4 ml) followed by stirring for 30 minutes with cooling on ice-bath. To the reaction mixture, 2-chlorobenzoxazole (0.38 g, 2.4 mmol) in DMF (4 ml) was added with cooling on ice-bath followed by stirring at room temperature for 48 hours. Ice-water was added to the reaction mixture. The precipitates were filtered off, was... The reactants are COC1=C2C=C(C=NC2=CC=C1)C(=O)OC (Methyl 5-methoxyquinoline-3-carboxylate), [OH-].[Li+] (lithium hydroxide). Yields the product COC1=C2C=C(C=NC2=CC=C1)C(=O)O (5-methoxyquinoline-3-carboxylic acid). As a reaction SMILES: [CH3:1][O:2][C:3]1[CH:12]=[CH:11][CH:10]=[C:9]2[C:4]=1[CH:5]=[C:6]([C:13]([O:15]C)=[O:14])[CH:7]=[N:8]2.[OH-].[Li+]>>[CH3:1][O:2][C:3]1[CH:12]=[CH:11][CH:10]=[C:9]2[C:4]=1[CH:5]=[C:6]([C:13]([OH:15])=[O:14])[CH:7]=[N:8]2 |f:1.2|. Procedure details: Methyl 5-methoxyquinoline-3-carboxylate (Organic and Biomolecular Chemistry, 7(12), 2612-2618; 2009) was saponified using aqueous lithium hydroxide. +ESI (M+H) 203.9; 1H NMR (400 MHz, DMSO-d6, δ): 9.30 (d, 1H), 9.03 (d, 1H), 7.84-7.80 (m, 1H), 7.66 (d, 1H), 7.15 (d, 1H), 4.04 (s, 3H). Reactants: C(C1=CC=CC=C1)N1CCC(CC1)C1=CC2=CC=C(C=C2C=C1)OS(=O)(=O)C(F)(F)F (1-benzyl-4-(6-trifluoromethanesulfonyloxynaphth-2-yl)piperidine), C(=C)[Mg]Br (vinylmagnesium bromide). Product: C(C1=CC=CC=C1)N1CCC(CC1)C1=CC2=CC=C(C=C2C=C1)C=C (1-benzyl-4-(6-vinylnaphth-2-yl)piperidine). Isolated yield 63.3%. As a reaction SMILES: [CH2:1]([N:8]1[CH2:13][CH2:12][CH:11]([C:14]2[CH:23]=[CH:22][C:21]3[C:16](=[CH:17][CH:18]=[C:19](OS(C(F)(F)F)(=O)=O)[CH:20]=3)[CH:15]=2)[CH2:10][CH2:9]1)[C:2]1[CH:7]=[CH:6][CH:5]=[CH:4][CH:3]=1.[CH:32]([Mg]Br)=[CH2:33]>>[CH2:1]([N:8]1[CH2:13][CH2:12][CH:11]([C:14]2[CH:23]=[CH:22][C:21]3[C:16](=[CH:17][CH:18]=[C:19]([CH:32]=[CH2:33])[CH:20]=3)[CH:15]=2)[CH2:10][CH2:9]1)[C:2]1[CH:7]=[CH:6][CH:5]=[CH:4][CH:3]=1. Reported procedure: Beginning with 0.839 gm (1.9 mMol) 1-benzyl-4-(6-trifluoromethanesulfonyloxynaphth-2-yl)piperidine and 3.73 mL (3.7 mMol) vinylmagnesium bromide (1M in tetrahydrofuran), 0.394 gm (65%) of the desired compound were prepared as a waxy white solid substantially by the procedure of EXAMPLE 7. Reactants: CO, ClC(Cl)Cl, Cl, CC(NC(=O)Cc1cc(F)cc(F)c1)C(=O)O, COC(=O)C(N)c1cccc(F)c1. Product: COC(=O)C(NC(=O)C(C)NC(=O)Cc1cc(F)cc(F)c1)c1cccc(F)c1. RXN SMILES: [CH3:36][OH:37].[Cl:32][CH:33]([Cl:34])[Cl:35].[ClH:18].[F:1][c:2]1[cH:3][c:4]([CH2:9][C:10](=[O:11])[NH:12][CH:13]([CH3:14])[C:15](=[O:16])[OH:17])[cH:5][c:6]([F:8])[cH:7]1.[NH2:19][CH:20]([C:21](=[O:22])[O:23][CH3:24])[c:25]1[cH:26][c:27]([F:31])[cH:28][cH:29][cH:30]1>>[F:1][c:2]1[cH:3][c:4]([CH2:9][C:10](=[O:11])[NH:12][CH:13]([CH3:14])[C:15](=[O:17])[NH:19][CH:20]([C:21](=[O:22])[O:23][CH3:24])[c:25]2[cH:26][c:27]([F:31])[cH:28][cH:29][cH:30]2)[cH:5][c:6]([F:8])[cH:7]1. The reactants are NCCCCC(NC(=O)OCC1c2ccccc2-c2ccccc21)C(=O)C1(n2cnc3c(=O)[nH]c(N)nc32)OC(CO)C(O)C1O, C1CCNCC1, c1ccncc1. Product: NCCCCC(N)C(=O)C1(n2cnc3c(=O)[nH]c(N)nc32)OC(CO)C(O)C1O. Reaction SMILES: [C:1]([O:2][CH2:3][CH:4]1[c:5]2[c:6]([cH:7][cH:8][cH:9][cH:10]2)-[c:11]2[c:12]1[cH:13][cH:14][cH:15][cH:16]2)(=[O:17])[NH:18][CH:19]([CH2:20][CH2:21][CH2:22][CH2:23][NH2:24])[C:25](=[O:26])[C:27]1([n:36]2[cH:37][n:38][c:39]3[c:40](=[O:41])[nH:42][c:43]([NH2:44])[n:45][c:46]23)[CH:28]([OH:29])[CH:30]([OH:31])[CH:32]([CH2:33][OH:34])[O:35]1.[CH2:47]1[CH2:48][CH2:49][NH:50][CH2:51][CH2:52]1.[cH:53]1[cH:54][cH:55][n:56][cH:57][cH:58]1>>[NH2:18][CH:19]([CH2:20][CH2:21][CH2:22][CH2:23][NH2:24])[C:25](=[O:26])[C:27]1([n:36]2[cH:37][n:38][c:39]3[c:40](=[O:41])[nH:42][c:43]([NH2:44])[n:45][c:46]23)[CH:28]([OH:29])[CH:30]([OH:31])[CH:32]([CH2:33][OH:34])[O:35]1. The reactants are C(CCC)C=1N(C(=CN1)CC(C(=O)OC)CC1=CC=CC=C1)CC1=C(C=CC=C1)Cl (Methyl 3-[2-n-Butyl-1-{(2-chlorophenyl)methyl}-1H-imidazol-5-yl]-2-benzylpropanoate), [H][H] (hydrogen). The reagents and catalysts are [Pt]=O (platinum oxide). The solvent is CO (methanol). The product is C(CCC)C=1N(C(=CN1)CC(C(=O)OC)CC1=CC=CC=C1)CC1=CC=CC=C1 (methyl 3-[2-n-butyl-1-benzyl-1H-imidazol-5-yl]-2-benzylpropanoate). The yield is 18.1%. RXN SMILES: [CH2:1]([C:5]1[N:6]([CH2:23][C:24]2[CH:29]=[CH:28][CH:27]=[CH:26][C:25]=2Cl)[C:7]([CH2:10][CH:11]([CH2:16][C:17]2[CH:22]=[CH:21][CH:20]=[CH:19][CH:18]=2)[C:12]([O:14][CH3:15])=[O:13])=[CH:8][N:9]=1)[CH2:2][CH2:3][CH3:4].[H][H]>CO.[Pt]=O>[CH2:1]([C:5]1[N:6]([CH2:23][C:24]2[CH:25]=[CH:26][CH:27]=[CH:28][CH:29]=2)[C:7]([CH2:10][CH:11]([CH2:16][C:17]2[CH:18]=[CH:19][CH:20]=[CH:21][CH:22]=2)[C:12]([O:14][CH3:15])=[O:13])=[CH:8][N:9]=1)[CH2:2][CH2:3][CH3:4]. Procedure: A solution of methyl 3-[2-n-butyl-{(2-chlorophenyl)methyl}-1H-imidazol-5-yl]-2-benzylpropanoate [Example 9] (0.75 g) in methanol (25 mL) was stirred with platinum oxide (0.07 g) at room temperature under one atmosphere of hydrogen for 18 hours. Column chromatographic separation of the crude product over silica gel with 10% methanol in ethyl acetate gave 0.52 g of the crude de-chlorinated product. This was further purified on a prep silica gel plate using 30% acetone in hexane to provide 0.125 g ...